From a dataset of the Open Reaction Database (ORD), a public repository of structured organic reaction records. describe an organic reaction: reactants, conditions, products, and yield Starting materials: C1COCCO1, CCOC(COc1cccc(CCO)c1)OCC, Cl, O. Yields the product O=CCOc1cccc(CCO)c1. Reaction SMILES: [CH2:20]1[O:21][CH2:22][CH2:23][O:24][CH2:25]1.[CH2:2]([O:4][CH:5]([O:3][CH2:17][CH3:18])[CH2:6][O:7][c:8]1[cH:9][c:10]([CH2:14][CH2:15][OH:16])[cH:11][cH:12][cH:13]1)[CH3:19].[ClH:1].[OH2:26]>>[O:4]=[CH:5][CH2:6][O:7][c:8]1[cH:9][c:10]([CH2:14][CH2:15][OH:16])[cH:11][cH:12][cH:13]1.